Dataset: the Open Reaction Database (ORD), a public repository of structured organic reaction records. Task: describe an organic reaction: reactants, conditions, products, and yield The reactants are CCCCCC, C(=NC1CCCCC1)=NC1CCCCC1, CCCCCCCCCCCCCCCCN(C(=O)C(F)(F)F)c1ccc(C(=O)O)cc1, C1COCCO1, O, O=C1CCC(=O)N1O. The product is CCCCCCCCCCCCCCCCN(C(=O)C(F)(F)F)c1ccc(C(=O)ON2C(=O)CCC2=O)cc1. Reaction SMILES: [CH3:63][CH2:64][CH2:65][CH2:66][CH2:67][CH3:68].[CH:47]1([N:48]=[C:49]=[N:50][CH:51]2[CH2:52][CH2:53][CH2:54][CH2:55][CH2:56]2)[CH2:57][CH2:58][CH2:59][CH2:60][CH2:61]1.[F:1][C:2]([C:3](=[O:4])[N:5]([CH2:6][CH2:7][CH2:8][CH2:9][CH2:10][CH2:11][CH2:12][CH2:13][CH2:14][CH2:15][CH2:16][CH2:17][CH2:18][CH2:19][CH2:20][CH3:21])[c:22]1[cH:23][cH:24][c:25]([C:26](=[O:27])[OH:28])[cH:29][cH:30]1)([F:31])[F:32].[O:33]1[CH2:34][CH2:35][O:36][CH2:37][CH2:38]1.[OH2:62].[OH:39][N:40]1[C:41](=[O:46])[CH2:42][CH2:43][C:44]1=[O:45]>>[F:1][C:2]([C:3](=[O:4])[N:5]([CH2:6][CH2:7][CH2:8][CH2:9][CH2:10][CH2:11][CH2:12][CH2:13][CH2:14][CH2:15][CH2:16][CH2:17][CH2:18][CH2:19][CH2:20][CH3:21])[c:22]1[cH:23][cH:24][c:25]([C:26](=[O:27])[O:28][N:40]2[C:41](=[O:46])[CH2:42][CH2:43][C:44]2=[O:45])[cH:29][cH:30]1)([F:31])[F:32]. Reactants: CS(=O)(=O)N1CC2=C(CC1)N(N=C2C2=CC=C(C=C2)C(F)(F)F)CCCO (3-[5-Methanesulfonyl-3-(4-trifluoromethyl-phenyl)-4,5,6,7-tetrahydro-pyrazolo[4,3-c]pyridin-1-yl]-propan-1-ol), BrCCCO (3-Bromo-1-propanol), C(=O)([O-])[O-].[Cs+].[Cs+] (Cs2CO3), CS(=O)(=O)N1CC2=C(CC1)NN=C2C2=CC=C(C=C2)C(F)(F)F (5-methanesulfonyl-3-(4-trifluoromethyl-phenyl)-4,5,6,7-tetrahydro-1H-pyrazolo[4,3-c]pyridine), C(=O)([O-])[O-].[Cs+].[Cs+] (Cs2CO3), BrCCCO (3-Bromo-1-propanol), CO (MeOH). Run in O (Water), O (Water), CN(C)C=O (DMF). Conditions: time 25 minute. Yields the product CS(=O)(=O)N1CCC(CC1)=O (1-Methanesulfonyl-piperidin-4-one). The yield is 54.6%. As a reaction SMILES: [CH3:1][S:2]([N:5]1[CH2:10][CH2:9][C:8]2N(CCCO)N=C(C3C=CC(C(F)(F)F)=CC=3)[C:7]=2[CH2:6]1)(=[O:4])=[O:3].C([O-])([O-])=[O:29].[Cs+].[Cs+].CS(N1CCC2NN=C(C3C=CC(C(F)(F)F)=CC=3)C=2C1)(=O)=O.BrCCCO.CO>CN(C=O)C.O>[CH3:1][S:2]([N:5]1[CH2:10][CH2:9][C:8](=[O:29])[CH2:7][CH2:6]1)(=[O:4])=[O:3] |f:1.2.3|. Procedure details: Potassium carbonate (324 g, 2340 mmol) was added to a solution of 4-piperidone monohydrate hydrochloride (90 g, 586 mmol) in chloroform (300 mL) and water (300 mL). The slurry was cooled to 0° C. and treated with methylsulfonyl chloride (136 mL, 1760 mmol) by dropwise addition over a 1 h period (gas evolution was observed). The reaction mixture was allowed to shake for 72 h and was partitioned between CH2Cl2 (500 mL) and saturated aqueous NaHCO3 (500 mL). The aqueous layer was extracted with CH2... Procedure: To a solution of (S)-methyl 6-(((3-fluoro-4-(trifluoromethoxy)phenyl)(3-fluoropyridin-2-yl)methyl)carbamoyl)nicotinate (11.5 g, 24.61 mmol) in MeOH (140 mL, Aldrich) was added lithium hydroxide hydrate (2.065 g, 49.2 mmol, Aldrich). The mixture was stirred at room temperature for 5 min followed by the addition of THF (5 mL, Aldrich) and the mixture was stirred at room temperature for 1 h. The mixture was concentrated in vacuo, cooled to 0° C. and was adjusted to pH=6-7 with concentrated HCl. EtO... Yields the product FC=1C=C(C=CC1OC(F)(F)F)[C@@H](C1=NC=CC=C1F)NC(=O)C1=NC=C(C(=O)O)C=C1 ((S)-6-(((3-Fluoro-4-(trifluoromethoxy)phenyl)(3-fluoropyridin-2-yl)methyl)carbamoyl)nicotinic acid). The reactants are FC=1C=C(C=CC1OC(F)(F)F)[C@@H](C1=NC=CC=C1F)NC(=O)C1=NC=C(C(=O)OC)C=C1 ((S)-methyl 6-(((3-fluoro-4-(trifluoromethoxy)phenyl)(3-fluoropyridin-2-yl)methyl)carbamoyl)nicotinate), O.[OH-].[Li+] (lithium hydroxide hydrate), C1CCOC1 (THF). Reaction conditions: time 5 minute. RXN SMILES: [F:1][C:2]1[CH:3]=[C:4]([C@H:13]([NH:21][C:22]([C:24]2[CH:33]=[CH:32][C:27]([C:28]([O:30]C)=[O:29])=[CH:26][N:25]=2)=[O:23])[C:14]2[C:19]([F:20])=[CH:18][CH:17]=[CH:16][N:15]=2)[CH:5]=[CH:6][C:7]=1[O:8][C:9]([F:12])([F:11])[F:10].O.[OH-].[Li+].C1COCC1>CO>[F:1][C:2]1[CH:3]=[C:4]([C@H:13]([NH:21][C:22]([C:24]2[CH:33]=[CH:32][C:27]([C:28]([OH:30])=[O:29])=[CH:26][N:25]=2)=[O:23])[C:14]2[C:19]([F:20])=[CH:18][CH:17]=[CH:16][N:15]=2)[CH:5]=[CH:6][C:7]=1[O:8][C:9]([F:11])([F:12])[F:10] |f:1.2.3|. The solvent is CO (MeOH). Reactants: C(C)(C)N(CC)C(C)C (diisopropylethylamine), [N+](=O)([O-])C1=CC=C(COCCCl)C=C1 (p-nitrobenzyloxyethyl chloride), C(C)(C)N(CC)C(C)C (diisopropylethylamine), [N+](=O)([O-])C1=CC=C(COC(=O)O[C@H](C)[C@H]2C(N[C@@H]2CC(=O)SC2=CC=CC=C2)=O)C=C1 ((3S, 4R)-3-[(R)-1-(p-nitrobenzyloxycarbonyloxy)ethyl]-4-[(phenylthio)carbonyl-methyl]-2-azetidinone), [N+](=O)([O-])C1=CC=C(COCCCl)C=C1 (p-nitrobenzyloxyethyl chloride), P(=O)([O-])([O-])[O-] (phosphate). Solvent: C(Cl)Cl (methylene chloride). Conditions: time 15 minute. Yields the product [N+](=O)([O-])C1=CC=C(COC(=O)O[C@H](C)[C@H]2C(N([C@@H]2CC(=O)SC2=CC=CC=C2)CCOCC2=CC=C(C=C2)[N+](=O)[O-])=O)C=C1 ((3S, 4R)-3-[(R)-1-(p-Nitrobenzyloxycarbonyloxy)ethyl]-1-(p-nitrobenzyloxyethyl)-4-[(phenylthio)carbonylmethyl]-2-azetidinone). The yield is 104.8%. RXN SMILES: [N+:1]([C:4]1[CH:31]=[CH:30][C:7]([CH2:8][O:9][C:10]([O:12][C@@H:13]([C@@H:15]2[C@@H:18]([CH2:19][C:20]([S:22][C:23]3[CH:28]=[CH:27][CH:26]=[CH:25][CH:24]=3)=[O:21])[NH:17][C:16]2=[O:29])[CH3:14])=[O:11])=[CH:6][CH:5]=1)([O-:3])=[O:2].C(N(C(C)C)CC)(C)C.[N+:41]([C:44]1[CH:54]=[CH:53][C:47]([CH2:48][O:49][CH2:50][CH2:51]Cl)=[CH:46][CH:45]=1)([O-:43])=[O:42].P([O-])([O-])([O-])=O>C(Cl)Cl>[N+:1]([C:4]1[CH:5]=[CH:6][C:7]([CH2:8][O:9][C:10]([O:12][C@@H:13]([C@@H:15]2[C@@H:18]([CH2:19][C:20]([S:22][C:23]3[CH:24]=[CH:25][CH:26]=[CH:27][CH:28]=3)=[O:21])[N:17]([CH2:51][CH2:50][O:49][CH2:48][C:47]3[CH:53]=[CH:54][C:44]([N+:41]([O-:43])=[O:42])=[CH:45][CH:46]=3)[C:16]2=[O:29])[CH3:14])=[O:11])=[CH:30][CH:31]=1)([O-:3])=[O:2]. Reported procedure: 1.00 g (2.25 mmole) of (3S, 4R)-3-[(R)-1-(p-nitrobenzyloxycarbonyloxy)ethyl]-4-[(phenylthio)carbonyl-methyl]-2-azetidinone was dissolved in 20 ml of methylene chloride. To the solutiion were added 350 mg (2.71 mmole) of diisopropylethylamine and then 660 mg (2.71 mmole) of p-nitrobenzyloxyethyl chloride, with stirring at 0° C. After 15 minutes, a further 230 mg (1.78 mmole) of diisopropylethylamine and 433 mg (1.78 mmole) of p-nitrobenzyloxyethyl chloride were added, and the mixture was stirred ... The reactants are COC(C(CO)NC(=O)OC(C)(C)C)=O (2-tert-butoxycarbonylamino-3-hydroxy-propionic acid methyl ester), C(C)(C)(C)OC(=O)OC(=O)OC(C)(C)C (di-tert-butyl-dicarbonate), COC(C(COC(=O)OC(C)(C)C)N(C(=O)OC(C)(C)C)C(=O)OC(C)(C)C)=O (2-(di-tert-butoxycarbonylamino)-3-tert-butoxycarbonyloxy-propionic acid methyl ester). Reagents/catalysts: CN(C1=CC=NC=C1)C (4-dimethylaminopyridine). Solvent: C(C)#N (acetonitrile). Conditions: time 8 hour. Yields the product COC(C(=C)N(C(=O)OC(C)(C)C)C(=O)OC(C)(C)C)=O (2-(Di-tert-butoxycarbonylamino)-acrylic acid methyl ester). Reaction SMILES: COC(=O)C(NC(OC(C)(C)C)=O)CO.C(OC(OC(OC(C)(C)C)=O)=O)(C)(C)C.[CH3:31][O:32][C:33](=[O:59])[CH:34]([N:44]([C:52]([O:54][C:55]([CH3:58])([CH3:57])[CH3:56])=[O:53])[C:45]([O:47][C:48]([CH3:51])([CH3:50])[CH3:49])=[O:46])[CH2:35]OC(OC(C)(C)C)=O>C(#N)C.CN(C)C1C=CN=CC=1>[CH3:31][O:32][C:33](=[O:59])[C:34]([N:44]([C:52]([O:54][C:55]([CH3:58])([CH3:57])[CH3:56])=[O:53])[C:45]([O:47][C:48]([CH3:51])([CH3:50])[CH3:49])=[O:46])=[CH2:35]. Procedure: To a solution of 2-tert-butoxycarbonylamino-3-hydroxy-propionic acid methyl ester (10.0 g, 39 mmol) and di-tert-butyl-dicarbonate (21.8 g, 2.6 equiv.) in acetonitrile (40 mL) was added 4-dimethylaminopyridine (0.48 g, 0.1 equiv) at room temperature. The solution was stirred overnight and concentrated. The residue was dissolved in diethyl ether, washed sequentially with 1 M potassium hydrogen sulfate (2×), saturated sodium bicarbonate, brine, dried over magnesium sulfate, and concentrated to give...